This data is from the Open Reaction Database (ORD), a public repository of structured organic reaction records. The task is: describe an organic reaction: reactants, conditions, products, and yield The reactants are C([O-])([O-])=O.[NH4+].[NH4+] (ammonium carbonate), COC(C(N(C1CCCC2=CC=CC=C12)C=O)C=O)=O (N,α-bis-formyl-N-(1,2,3,4-tetrahydronaphthalen-1-yl)glycine methyl ester). The solvent is C=1(C(=CC=CC1)C)C (xylene). Reaction conditions: temperature 70 celsius. Product: COC(=O)C1=CN=CN1C1CCCC2=CC=CC=C12 (1-(1,2,3,4-Tetrahydronaphthalen-1-yl)-5-imidazolecarboxylic acid methyl ester). As a reaction SMILES: C(=O)([O-])[O-].[NH4+:5].[NH4+].[CH3:7][O:8][C:9](=[O:26])[CH:10]([CH:24]=O)[N:11]([CH:22]=O)[CH:12]1[C:21]2[C:16](=[CH:17][CH:18]=[CH:19][CH:20]=2)[CH2:15][CH2:14][CH2:13]1>C1(C)C(C)=CC=CC=1>[CH3:7][O:8][C:9]([C:10]1[N:11]([CH:12]2[C:21]3[C:16](=[CH:17][CH:18]=[CH:19][CH:20]=3)[CH2:15][CH2:14][CH2:13]2)[CH:22]=[N:5][CH:24]=1)=[O:26] |f:0.1.2|. Procedure: 33.0 g of ammonium carbonate are added at room temperature to a solution of 15.5 g of N,α-bis-formyl-N-(1,2,3,4-tetrahydronaphthalen-1-yl)glycine methyl ester in 300 ml of xylene. The mixture is heated to 70° C. for 1 hour then the temperature is raised to 120° C. for 3 hours. After concentration the 1-(1,2,3,4-tetrahydronaphthalen-1-yl)-5-imidazolecarboxylic acid methyl ester precipitates from the solution, having a melting point of 63° C. Reactants: N1CCOCC1 (Morpholine), S(C)(=O)(=O)[O-] (mesylate), CS(=O)(=O)OCCOCC=1C=CC(=C(C1)C=1NC(C2=C(N1)C(=NN2C)CCC)=O)OCCC (5-[5-(2-methanesulphonyloxyethoxymethyl)-2-n-propoxyphenyl]-1-methyl-3-n-propyl-1,6-dihydro-7H-pyrazolo[4,3-d]pyrimidin-7-one). The solvent is C(C)#N (acetonitrile). Yields the product CN1N=C(C=2N=C(NC(C21)=O)C2=C(C=CC(=C2)COCCN2CCOCC2)OCCC)CCC (1-Methyl-5-[5-(2-morpholinoethoxymethyl)-2-n-propoxyphenyl]-3-n-propyl-1,6-dihydro-7H-pyrazolo[4,3-d]pyrimidin-7-one). The yield is 49.7%. As a reaction SMILES: [NH:1]1[CH2:6][CH2:5][O:4][CH2:3][CH2:2]1.S([O-])(=O)(=O)C.CS(O[CH2:17][CH2:18][O:19][CH2:20][C:21]1[CH:22]=[CH:23][C:24]([O:41][CH2:42][CH2:43][CH3:44])=[C:25]([C:27]2[NH:28][C:29](=[O:40])[C:30]3[N:35]([CH3:36])[N:34]=[C:33]([CH2:37][CH2:38][CH3:39])[C:31]=3[N:32]=2)[CH:26]=1)(=O)=O>C(#N)C>[CH3:36][N:35]1[C:30]2[C:29](=[O:40])[NH:28][C:27]([C:25]3[CH:26]=[C:21]([CH2:20][O:19][CH2:18][CH2:17][N:1]4[CH2:6][CH2:5][O:4][CH2:3][CH2:2]4)[CH:22]=[CH:23][C:24]=3[O:41][CH2:42][CH2:43][CH3:44])=[N:32][C:31]=2[C:33]([CH2:37][CH2:38][CH3:39])=[N:34]1. Procedure details: Morpholine (0.19 g, 0.0021 mol) was added to a solution of the above mesylate, namely 5-[5-(2-methanesulphonyloxyethoxymethyl)-2-n-propoxyphenyl]-1-methyl-3-n-propyl-1,6-dihydro-7H-pyrazolo[4,3-d]pyrimidin-7-one, (0.20 g, 0.00042 mol) in acetonitrile (25 ml) and the stirred mixture was heated under reflux for 18 hours. The solvent was removed by evaporation under vacuum, the residue dissolved in saturated aqueous sodium carbonate solution and the solution extracted with ethyl acetate (3×20 ml). ... Reactants: C([O-])([O-])=O.[K+].[K+] (potassium carbonate), C1([C@H](O)[C@@H](O)[C@H](O)[C@H](O1)CO)N(C(=O)OC(C)C1=CC=C(C=C1)[N+](=O)[O-])CCCCCCCCCCCC (N-(D-Glucopyranosyl)-N-dodecyl(4-nitrophenyl)urethane), CNCCCCCCCCCCCCCCCCCC (N-methyloctadecylamine). Solvent: CN(C=O)C (dimethylformamide). Conditions: temperature 50 celsius. Yields the product C1([C@H](O)[C@@H](O)[C@H](O)[C@H](O1)CO)N(C(=O)N(CCCCCCCCCCCCCCCCCC)C)CCCCCCCCCCCC (N-(D-Glucopyranosyl)-N-dodecyl-N'-methyl-N'-octadecylurea). Reaction SMILES: [CH:1]1([N:12]([CH2:27][CH2:28][CH2:29][CH2:30][CH2:31][CH2:32][CH2:33][CH2:34][CH2:35][CH2:36][CH2:37][CH3:38])[C:13]([O:15]C(C2C=CC([N+]([O-])=O)=CC=2)C)=O)[O:9][C@H:8]([CH2:10][OH:11])[C@@H:6]([OH:7])[C@H:4]([OH:5])[C@H:2]1[OH:3].C(=O)([O-])[O-].[K+].[K+].[CH3:45][NH:46][CH2:47][CH2:48][CH2:49][CH2:50][CH2:51][CH2:52][CH2:53][CH2:54][CH2:55][CH2:56][CH2:57][CH2:58][CH2:59][CH2:60][CH2:61][CH2:62][CH2:63][CH3:64]>CN(C)C=O>[CH:1]1([N:12]([CH2:27][CH2:28][CH2:29][CH2:30][CH2:31][CH2:32][CH2:33][CH2:34][CH2:35][CH2:36][CH2:37][CH3:38])[C:13]([N:46]([CH3:45])[CH2:47][CH2:48][CH2:49][CH2:50][CH2:51][CH2:52][CH2:53][CH2:54][CH2:55][CH2:56][CH2:57][CH2:58][CH2:59][CH2:60][CH2:61][CH2:62][CH2:63][CH3:64])=[O:15])[O:9][C@H:8]([CH2:10][OH:11])[C@@H:6]([OH:7])[C@H:4]([OH:5])[C@H:2]1[OH:3] |f:1.2.3|. Procedure: 3.1 g of the compound of Example 47 are dissolved in 50 ml of dimethylformamide and treated with 5.0 g of potassium carbonate. 1.8 g of N-methyloctadecylamine are added and the mixture is heated to 50° C. After the reaction has ended, the mixture is cooled to room temperature and filtered, the filtrate is evaporated in vacuo and the residue is purified by column chromatography (eluent toluene/isopropanol 10:1). Product: C=CCNc1ccc(CCC(=O)OC)cc1. Starting materials: C=CCNc1ccc(CCC(=O)O)cc1, CO, [Na+], [Na+], O=C([O-])[O-]. As a reaction SMILES: [CH2:1]([CH:2]=[CH2:3])[NH:4][c:5]1[cH:6][cH:7][c:8]([CH2:9][CH2:10][C:11](=[O:12])[OH:13])[cH:14][cH:15]1.[CH3:22][OH:23].[Na+:16].[Na+:17].[O-:18][C:19](=[O:20])[O-:21]>>[CH2:1]([CH:2]=[CH2:3])[NH:4][c:5]1[cH:6][cH:7][c:8]([CH2:9][CH2:10][C:11](=[O:12])[O:13][CH3:19])[cH:14][cH:15]1. The reactants are [Na] (sodium), O (water), NC1=C(C(=NC(=N1)N=O)N)N (triamino-nitrosopyrimidine), OCCOC1=CC=C(C=C1)CC#N (p-(2-hydroxyethoxy)-phenyl acetonitrile). Solvent: C(C)OCCO (2-ethoxyethanol). Yields the product NC1=NC2=NC(=C(N=C2C(=N1)N)C1=CC=C(C=C1)OCCO)N (2,4,7-triamino-6-(p-2-hydroxyethoxyphenyl)-pteridine). As a reaction SMILES: [Na].[NH2:2][C:3]1[N:8]=[C:7]([N:9]=O)[N:6]=[C:5]([NH2:11])[C:4]=1[NH2:12].[OH:13][CH2:14][CH2:15][O:16][C:17]1[CH:22]=[CH:21][C:20]([CH2:23][C:24]#[N:25])=[CH:19][CH:18]=1.O>C(OCCO)C>[NH2:9][C:7]1[N:6]=[C:5]([NH2:11])[C:4]2[C:3](=[N:2][C:24]([NH2:25])=[C:23]([C:20]3[CH:19]=[CH:18][C:17]([O:16][CH2:15][CH2:14][OH:13])=[CH:22][CH:21]=3)[N:12]=2)[N:8]=1 |^1:0|. Reported procedure: 460 mg metallic sodium were dissolved while stirring in 150 ml 2-ethoxyethanol. Thereafter to it was added while stirring 3.1 g (0.02 mole) of triamino-nitrosopyrimidine and 2.5 g (0.02 mole) p-(2-hydroxyethoxy)-phenyl acetonitrile and the mixture was stirred and heated in the water bath at 60° C. The color of the mixture changed from violet to light brown. After 14 hours of stirring, the reaction was stopped. The mixture is then allowed to cool. Unreacted 2,4,6-triamino-nitrosopyrimidine is fil... Reactants: FC(C(CC(CNC(=O)OC(C)(C)C)=C)NC(=O)OC(C)(C)C)F (1,1-Difluoro-2,5-di-t-butoxycarbonylamino-4-methylene-pentane), Cl (hydrogen chloride). The solvent is CCOCC (ether). Run at time 8 hour. The product is Cl.Cl.FC(C(CC(CN)=C)N)F (1,1-Difluoro-2,5-diamino-4-methylene-pentane, dihydrochloride). Reaction SMILES: [F:1][CH:2]([F:24])[CH:3]([NH:16]C(OC(C)(C)C)=O)[CH2:4][C:5](=[CH2:15])[CH2:6][NH:7]C(OC(C)(C)C)=O.[ClH:25]>CCOCC>[ClH:25].[ClH:25].[F:1][CH:2]([F:24])[CH:3]([NH2:16])[CH2:4][C:5](=[CH2:15])[CH2:6][NH2:7] |f:3.4.5|. Procedure: 1,1-Difluoro-2,5-di-t-butoxycarbonylamino-4-methylene-pentane (3.3 g, 9.4 mmoles) is dissolved in dry ether saturated with hydrogen chloride gas. After standing overnight, the hygroscopic solid obtained is recrystallized twice from methanol/methylene chloride (1.49 g, 71%). Product: CCNC(=NS(=O)(=O)c1cc2c(cc1Br)CCN2)N1CC(CC)C=N1. Reaction SMILES: [CH2:1]([CH3:2])[NH:3][C:4](=[N:5][S:6](=[O:7])(=[O:8])[c:9]1[c:10]([Br:21])[cH:11][c:12]2[c:16]([cH:17]1)[N:15]([C:18](=[O:19])[CH3:20])[CH2:14][CH2:13]2)[N:22]1[N:23]=[CH:24][CH:25]([CH2:27][CH3:28])[CH2:26]1.[CH3:35][OH:36].[ClH:29].[Na+:34].[O-:30][C:31]([OH:32])=[O:33]>>[CH2:1]([CH3:2])[NH:3][C:4](=[N:5][S:6](=[O:7])(=[O:8])[c:9]1[c:10]([Br:21])[cH:11][c:12]2[c:16]([cH:17]1)[NH:15][CH2:14][CH2:13]2)[N:22]1[N:23]=[CH:24][CH:25]([CH2:27][CH3:28])[CH2:26]1. Starting materials: CCNC(=NS(=O)(=O)c1cc2c(cc1Br)CCN2C(C)=O)N1CC(CC)C=N1, CO, Cl, [Na+], O=C([O-])O. The reactants are O=C(O)CN(CC(=O)O)Cc1ccc([N+](=O)[O-])cc1, [Na+], [OH-], O, [Pd]. Product: Nc1ccc(CN(CC(=O)O)CC(=O)O)cc1. As a reaction SMILES: [N+:1]([O-:2])(=[O:3])[c:4]1[cH:5][cH:6][c:7]([CH2:8][N:9]([CH2:10][C:11](=[O:12])[OH:13])[CH2:14][C:15](=[O:16])[OH:17])[cH:18][cH:19]1.[Na+:21].[OH-:20].[OH2:23].[Pd:22]>>[NH2:1][c:4]1[cH:5][cH:6][c:7]([CH2:8][N:9]([CH2:10][C:11](=[O:12])[OH:13])[CH2:14][C:15](=[O:16])[OH:17])[cH:18][cH:19]1. The reactants are C(C)(C)(C)NC(=S)N[C@H](CO)CC1=CC(=CC=C1)[N+](=O)[O-] (N-(tert-butyl)-N′-[(1S)-2-hydroxy-1-(3-nitrobenzyl)ethyl]thiourea), Cl (hydrochloric acid). Run at time 7 hour. Product: Cl.[N+](=O)([O-])C=1C=C(C[C@@H]2N=C(SC2)N)C=CC1 ((−)-(4S)-4-(3-nitrobenzyl)-4,5-dihydro-1,3-thiazol-2-ylamine hydrochloride). As a reaction SMILES: C([NH:5][C:6]([NH:8][C@@H:9]([CH2:12][C:13]1[CH:18]=[CH:17][CH:16]=[C:15]([N+:19]([O-:21])=[O:20])[CH:14]=1)[CH2:10]O)=[S:7])(C)(C)C.[ClH:22]>>[ClH:22].[N+:19]([C:15]1[CH:14]=[C:13]([CH:18]=[CH:17][CH:16]=1)[CH2:12][C@H:9]1[CH2:10][S:7][C:6]([NH2:5])=[N:8]1)([O-:21])=[O:20] |f:2.3|. Reported procedure: The process is performed as in Example 2, starting with N-(tert-butyl)-N′-[(1S)-2-hydroxy-1-(3-nitrobenzyl)ethyl]thiourea in 80 cm3 of aqueous 6N hydrochloric acid. The heating time is 7 hours. The product is isolated in an identical manner and then purified by chromatography under an argon pressure of 80 kPa, on a column of silica gel (particle size 40-63μ; diameter 3.5 cm; height 30 cm), eluting with a dichloromethane/methanol mixture (95/5 by volume). The fractions corresponding to the expect... Reactants: CN(C)C=O, CCOC(C)=O, CCO, O=C(C1CC1)N(C(=O)C1CC1)c1cc(Oc2ccc3c(ccn3C(=O)NC3CC3)c2)ccn1, [Cl-], [NH4+], O. Yields the product O=C(Nc1cc(Oc2ccc3c(ccn3C(=O)NC3CC3)c2)ccn1)C1CC1. RXN SMILES: [CH3:36][N:37]([CH3:38])[CH:39]=[O:40].[CH3:41][CH2:42][O:43][C:44](=[O:45])[CH3:46].[CH3:48][CH2:49][OH:50].[CH:1]1([NH:4][C:5](=[O:6])[n:7]2[cH:8][cH:9][c:10]3[cH:11][c:12]([O:16][c:17]4[cH:18][c:19]([N:23]([C:24](=[O:25])[CH:26]5[CH2:27][CH2:28]5)[C:29]([CH:30]5[CH2:31][CH2:32]5)=[O:33])[n:20][cH:21][cH:22]4)[cH:13][cH:14][c:15]23)[CH2:2][CH2:3]1.[Cl-:34].[NH4+:35].[OH2:47]>>[CH:1]1([NH:4][C:5](=[O:6])[n:7]2[cH:8][cH:9][c:10]3[cH:11][c:12]([O:16][c:17]4[cH:18][c:19]([NH:23][C:24](=[O:25])[CH:26]5[CH2:27][CH2:28]5)[n:20][cH:21][cH:22]4)[cH:13][cH:14][c:15]23)[CH2:2][CH2:3]1.